The task is: describe an organic reaction: reactants, conditions, products, and yield. This data is from the Open Reaction Database (ORD), a public repository of structured organic reaction records. Starting materials: 7-(trifluoromethanesulfoxy)-1-tetralone, B(OC1=CC=C(C=C1)C)([O-])[O-] (4-methylphenyl borate), C([O-])([O-])=O.[K+].[K+] (potassium carbonate), C1(=CC=CC=C1)C (toluene), C(C)O (ethanol). Reagents/catalysts: C=1C=CC(=CC1)[P](C=2C=CC=CC2)(C=3C=CC=CC3)[Pd]([P](C=4C=CC=CC4)(C=5C=CC=CC5)C=6C=CC=CC6)([P](C=7C=CC=CC7)(C=8C=CC=CC8)C=9C=CC=CC9)[P](C=1C=CC=CC1)(C=1C=CC=CC1)C=1C=CC=CC1 (tetrakis(triphenylphosphine)palladium). The solvent is O (water). Reaction conditions: time 30 minute. The product is CC1=CC=C(C=C1)C1=CC=C2CCCC(C2=C1)=O (7-(4-methylphenyl)-1-tetralone). RXN SMILES: B([O-])([O-])O[C:3]1[CH:8]=[CH:7][C:6]([CH3:9])=[CH:5][CH:4]=1.[C:12](=[O:15])([O-])[O-].[K+].[K+].[C:18]1([CH3:24])[CH:23]=[CH:22][CH:21]=[CH:20][CH:19]=1.[CH2:25](O)[CH3:26]>C1C=CC([P]([Pd]([P](C2C=CC=CC=2)(C2C=CC=CC=2)C2C=CC=CC=2)([P](C2C=CC=CC=2)(C2C=CC=CC=2)C2C=CC=CC=2)[P](C2C=CC=CC=2)(C2C=CC=CC=2)C2C=CC=CC=2)(C2C=CC=CC=2)C2C=CC=CC=2)=CC=1.O>[CH3:24][C:18]1[CH:23]=[CH:22][C:21]([C:3]2[CH:8]=[C:7]3[C:6]([CH2:9][CH2:25][CH2:26][C:12]3=[O:15])=[CH:5][CH:4]=2)=[CH:20][CH:19]=1 |f:1.2.3,^1:31,33,52,71|. Reported procedure: Under argon atmosphere, a mixture of 7-(trifluoromethanesulfoxy)-1-tetralone (9.02 g), 4-methylphenyl borate (5.00 g), potassium carbonate (8.46 g), toluene (300 ml), ethanol (30 ml) and water (30 ml)was stirred at room temperature for 30 minutes, and to the mixture was added tetrakis(triphenylphosphine)palladium (1.06 g). The mixture was refluxed for 14 hours. The reaction mixture was cooled to room temperature. The organic layer was separated, dried with anhydrous sodium sulfate, and concentra...